Dataset: the Open Reaction Database (ORD), a public repository of structured organic reaction records. Task: describe an organic reaction: reactants, conditions, products, and yield Starting materials: ClC1=C(C(=NC2=CC=C(C=C12)F)C1=NC=CC=C1)C (4-chloro-6-fluoro-3-methyl-2-(pyridin-2-yl)quinoline), O1CCN(CC1)C1=C(N)C=C(C=C1)N1CCOCC1 (2,5-dimorpholinoaniline), solution, Cl (HCl), O1CCOCC1 (dioxane). Solvent: CO (MeOH). Product: N1(CCOCC1)C1=C(C=C(C=C1)N1CCOCC1)NC1=C(C(=NC2=CC=C(C=C12)F)C1=NC=CC=C1)C (N-(2,5-di-4-morpholinylphenyl)-6-fluoro-3-methyl-2-(2-pyridinyl)-4-quinolinamine). RXN SMILES: Cl[C:2]1[C:11]2[C:6](=[CH:7][CH:8]=[C:9]([F:12])[CH:10]=2)[N:5]=[C:4]([C:13]2[CH:18]=[CH:17][CH:16]=[CH:15][N:14]=2)[C:3]=1[CH3:19].[O:20]1[CH2:25][CH2:24][N:23]([C:26]2[CH:32]=[CH:31][C:30]([N:33]3[CH2:38][CH2:37][O:36][CH2:35][CH2:34]3)=[CH:29][C:27]=2[NH2:28])[CH2:22][CH2:21]1.Cl.O1CCOCC1>CO>[N:23]1([C:26]2[CH:32]=[CH:31][C:30]([N:33]3[CH2:34][CH2:35][O:36][CH2:37][CH2:38]3)=[CH:29][C:27]=2[NH:28][C:2]2[C:11]3[C:6](=[CH:7][CH:8]=[C:9]([F:12])[CH:10]=3)[N:5]=[C:4]([C:13]3[CH:18]=[CH:17][CH:16]=[CH:15][N:14]=3)[C:3]=2[CH3:19])[CH2:24][CH2:25][O:20][CH2:21][CH2:22]1. Procedure: Prepared according to general Procedure K using 4-chloro-6-fluoro-3-methyl-2-(pyridin-2-yl)quinoline (100 mg, 0.37 mmol), 2,5-dimorpholinoaniline (97 mg, 0.37 mmol) and a 4.0M solution of HCl in dioxane (0.09 mL, 0.37 mmol) in MeOH (1.0 mL) and heating in the microwave for 2 h at 150° C. After purification N-(2,5-di-4-morpholinylphenyl)-6-fluoro-3-methyl-2-(2-pyridinyl)-4-quinolinamine was obtained. 1H NMR (500 MHz, chloroform-d) δ ppm 8.67-8.81 (1H, m), 8.19 (1H, dd, J=9.0, 5.4 Hz), 7.83-7.94 (... Starting materials: Cc1nccnc1C(=O)N(C)Cc1csc(NC(=O)OC(C)(C)C)n1, Cl, C1COCCO1. The product is Cc1nccnc1C(=O)N(C)Cc1csc(N)n1. As a reaction SMILES: [CH3:1][N:2]([C:3](=[O:4])[c:5]1[c:6]([CH3:11])[n:7][cH:8][cH:9][n:10]1)[CH2:12][c:13]1[n:14][c:15]([NH:18][C:19](=[O:20])[O:21][C:22]([CH3:23])([CH3:24])[CH3:25])[s:16][cH:17]1.[ClH:26].[O:27]1[CH2:28][CH2:29][O:30][CH2:31][CH2:32]1>>[CH3:1][N:2]([C:3](=[O:4])[c:5]1[c:6]([CH3:11])[n:7][cH:8][cH:9][n:10]1)[CH2:12][c:13]1[n:14][c:15]([NH2:18])[s:16][cH:17]1. Starting materials: C(C)(C)(C)OC(=O)N[C@H]1C[C@]2([C@H](CN(C2)CC(=O)O)C1)C(=O)N1CC=2C=C(C=NC2CC1)C(F)(F)F (2-((3aR,5R,6aR)-5-((tert-Butoxycarbonyl)amino)-3a-(3-(trifluoromethyl)-5,6,7,8-tetrahydro-1,6-naphthyridine-6-carbonyl)hexahydrocyclopenta[c]pyrrol-2(1H)-yl)acetic acid), CNC (dimethylamine), CCN=C=NCCCN(C)C (EDAC), C=1C=CC2=C(C1)N=NN2O (HOBt), CCN(C(C)C)C(C)C (DIPEA). Run in CN(C)C=O (DMF). The product is C(C)(C)(C)OC(N[C@H]1C[C@]2([C@H](CN(C2)CC(=O)N(C)C)C1)C(=O)N1CC=2C=C(C=NC2CC1)C(F)(F)F)=O (tert-Butyl((3aR,5R,6aR)-2-(2-(dimethylamino)-2-oxoethyl)-3a-(3-(trifluoromethyl)-5,6,7,8-tetrahydro-1,6-naphthyridine-6-carbonyl)octahydrocyclopenta-[c]pyrrol-5-yl)carbamate). As a reaction SMILES: [C:1]([O:5][C:6]([NH:8][C@@H:9]1[CH2:20][C@H:12]2[CH2:13][N:14]([CH2:16][C:17](O)=[O:18])[CH2:15][C@@:11]2([C:21]([N:23]2[CH2:32][CH2:31][C:30]3[N:29]=[CH:28][C:27]([C:33]([F:36])([F:35])[F:34])=[CH:26][C:25]=3[CH2:24]2)=[O:22])[CH2:10]1)=[O:7])([CH3:4])([CH3:3])[CH3:2].[CH3:37][NH:38][CH3:39].CCN=C=NCCCN(C)C.C1C=CC2N(O)N=NC=2C=1.CCN(C(C)C)C(C)C>CN(C=O)C>[C:1]([O:5][C:6](=[O:7])[NH:8][C@@H:9]1[CH2:20][C@H:12]2[CH2:13][N:14]([CH2:16][C:17]([N:38]([CH3:39])[CH3:37])=[O:18])[CH2:15][C@@:11]2([C:21]([N:23]2[CH2:32][CH2:31][C:30]3[N:29]=[CH:28][C:27]([C:33]([F:36])([F:35])[F:34])=[CH:26][C:25]=3[CH2:24]2)=[O:22])[CH2:10]1)([CH3:2])([CH3:4])[CH3:3]. Procedure details: A solution the product from Step A (37 mg, 0.072 mmol), dimethylamine (0.0433 mL, 0.0866 mmol, 2 M in THF), EDAC (18 mg, 0.0938 mmol), HOBt (19.51 mg, 0.144 mmol) and DIPEA (0.0252 mL, 0.144 mmol) in DMF (3 mL) was stirred at rt over the weekend. The reaction was quenched by addition of brine, extracted with EtOAc, dried over Na2SO4 and purified by CombiFlash (eluent: 8% methanol in DCM) to give the product as a yellowish gel. 1H-NMR (400 MHz, CDCl3): δ 1.29-1.43 (m, 9H), 1.75-2.09 (m, 4H), 2.20... The reactants are C(C1=CC=CC=C1)OC1=C(C=O)C=CC(=C1)OCC1=CC=CC=C1 (2,4-dibenzyloxybenzaldehyde), Cl.NO (hydroxylamine hydrochloride), N1=CC=CC=C1 (pyridine). Solvent: C(C)O (ethanol). Yields the product C(C1=CC=CC=C1)OC1=C(C=NO)C=CC(=C1)OCC1=CC=CC=C1 (2,4-dibenzyloxybenzaldehyde oxime). RXN SMILES: [CH2:1]([O:8][C:9]1[CH:16]=[C:15]([O:17][CH2:18][C:19]2[CH:24]=[CH:23][CH:22]=[CH:21][CH:20]=2)[CH:14]=[CH:13][C:10]=1[CH:11]=O)[C:2]1[CH:7]=[CH:6][CH:5]=[CH:4][CH:3]=1.Cl.[NH2:26][OH:27].N1C=CC=CC=1>C(O)C>[CH2:1]([O:8][C:9]1[CH:16]=[C:15]([O:17][CH2:18][C:19]2[CH:24]=[CH:23][CH:22]=[CH:21][CH:20]=2)[CH:14]=[CH:13][C:10]=1[CH:11]=[N:26][OH:27])[C:2]1[CH:7]=[CH:6][CH:5]=[CH:4][CH:3]=1 |f:1.2|. Procedure details: A mixture of 2,4-dibenzyloxybenzaldehyde (2 g), hydroxylamine hydrochloride (0.45 g) and pyridine (0.53 mL) in ethanol (20 mL) is heated at reflux for 1 hour. The solvent is then removed in vacuo, the residue dissolved in ethyl acetate and the solution washed with 1 N hydrochloric acid then with brine. Removal of the solvent in vacuo gives a beige coloured solid which crystallises from a mixture of ether and petroleum ether to give 2,4-dibenzyloxybenzaldehyde oxime in the form of a white solid, ... Starting materials: C=O (formaldehyde), Cl.CNC (dimethylamine hydrochloride), C(C)N1C=CC=C1 (1-ethylpyrrole). Yield: 97.6%. Procedure details: A mixture of 35% aqueous formaldehyde solution (9 ml, 105 mmol) and dimethylamine hydrochloride (9.0 g, 110 mmol) was added to 1-ethylpyrrole (10.0 g, 105 mmol) with stirring under ice-cooling over a 90-minute interval, and then the resulting mixture was stirred at room temperature for 6 hours. After stirring, 10% aqueous sodium hydroxide solution (150 ml) was added to the reaction mixture, and the resulting mixture was extracted with ether. The extract was washed with saturated aqueous sodium c... Run in [OH-].[Na+] (sodium hydroxide). As a reaction SMILES: [CH2:1]=O.Cl.[CH3:4][NH:5][CH3:6].[CH2:7]([N:9]1[CH:13]=[CH:12][CH:11]=[CH:10]1)[CH3:8]>[OH-].[Na+]>[CH3:4][N:5]([CH2:1][C:10]1[N:9]([CH2:7][CH3:8])[CH:13]=[CH:12][CH:11]=1)[CH3:6] |f:1.2,4.5|. Yields the product CN(C)CC=1N(C=CC1)CC (2-(N,N-dimethylaminomethyl)-1-ethylpyrrole). Yields the product NC1=C(C(=O)N)C=CC(=C1)C1=NC=CC=C1C(F)(F)F (2-amino-4-(3-trifluoromethyl-pyridin-2-yl)-benzamide). As a reaction SMILES: [N+:1]([C:4]1[CH:12]=[C:11]([C:13]2[C:18]([C:19]([F:22])([F:21])[F:20])=[CH:17][CH:16]=[CH:15][N:14]=2)[CH:10]=[CH:9][C:5]=1[C:6]([NH2:8])=[O:7])([O-])=O>C(O)C.[Pd]>[NH2:1][C:4]1[CH:12]=[C:11]([C:13]2[C:18]([C:19]([F:22])([F:20])[F:21])=[CH:17][CH:16]=[CH:15][N:14]=2)[CH:10]=[CH:9][C:5]=1[C:6]([NH2:8])=[O:7]. Run at time 16 hour. Reagents/catalysts: [Pd] (Pd/C). Procedure: Hydrogenate 2-nitro-4-(3-trifluoromethyl-pyridin-2-yl)-benzamide (1.0 g, 0.0032 mol) with 50 psi of H2 and 100 mg of 10% Pd/C in ethanol. After 16 hours, filter the mixture through celite and concentrate under reduced pressure to give 2-amino-4-(3-trifluoromethyl-pyridin-2-yl)-benzamide as a solid. The solvent is C(C)O (ethanol). The reactants are [N+](=O)([O-])C1=C(C(=O)N)C=CC(=C1)C1=NC=CC=C1C(F)(F)F (2-nitro-4-(3-trifluoromethyl-pyridin-2-yl)-benzamide). Procedure: 7-Benzyloxy-8-methoxy-benzo[c]phenanthridine (prepared by the process described in Japanese Patent KOKAI No. 5-208959, 284 mg, 0.78 mmol) was suspended in acetonitrile (10 mL), and trifluoroacetic acid (60 μL, 0.78 mmol), 3-bromo-1-propanol (71 μL, 0.79 mmol) and tris(trimethylsilyl)silane (481 μL, 1.56 mmol) were added to the suspension. The mixture was stirred at 80° C. on an oil bath. After the suspension was dissolved, azobis(isobutyronitrile) (256 mg, 1.56 mmol) was added to the solution fo... Reaction conditions: temperature 80 celsius. The product is OCCCC=1N=C2C3=C(C=CC2=C2C=CC(=C(C12)OCC1=CC=CC=C1)OC)C=CC=C3 (6-(3-hydroxypropyl)-7-benzyloxy-8-methoxy-benzo[c]phenanthridine), crude product. Run in C(C)#N (acetonitrile). Reactants: C(O)([O-])=O.[Na+] (sodium hydrogencarbonate), C(C1=CC=CC=C1)OC=1C2=CN=C3C4=C(C=CC3=C2C=CC1OC)C=CC=C4 (7-Benzyloxy-8-methoxy-benzo[c]phenanthridine), FC(C(=O)O)(F)F (trifluoroacetic acid), BrCCCO (3-bromo-1-propanol), C[Si](C)(C)[SiH]([Si](C)(C)C)[Si](C)(C)C (tris(trimethylsilyl)silane), N(=NC(C#N)(C)C)C(C#N)(C)C (azobis(isobutyronitrile)). RXN SMILES: [CH2:1]([O:8][C:9]1[C:10]2[C:19]([CH:20]=[CH:21][C:22]=1[O:23][CH3:24])=[C:18]1[C:13]([C:14]3[CH:28]=[CH:27][CH:26]=[CH:25][C:15]=3[CH:16]=[CH:17]1)=[N:12][CH:11]=2)[C:2]1[CH:7]=[CH:6][CH:5]=[CH:4][CH:3]=1.FC(F)(F)C(O)=O.Br[CH2:37][CH2:38][CH2:39][OH:40].C[Si]([SiH]([Si](C)(C)C)[Si](C)(C)C)(C)C.N(C(C)(C)C#N)=NC(C)(C)C#N.C(=O)([O-])O.[Na+]>C(#N)C>[OH:40][CH2:39][CH2:38][CH2:37][C:11]1[N:12]=[C:13]2[C:18](=[C:19]3[C:10]=1[C:9]([O:8][CH2:1][C:2]1[CH:7]=[CH:6][CH:5]=[CH:4][CH:3]=1)=[C:22]([O:23][CH3:24])[CH:21]=[CH:20]3)[CH:17]=[CH:16][C:15]1[CH:25]=[CH:26][CH:27]=[CH:28][C:14]2=1 |f:5.6|. The yield is 21.0%. The product is Nc1noc2cc(-c3cc(Cl)c(CC4CCN(N5CCC(O)CC5)C4=O)c(Cl)c3)ccc12. RXN SMILES: [CH2:57]1[O:58][CH2:59][CH2:60][CH2:61]1.[CH3:51][CH2:52][O:53][C:54](=[O:55])[CH3:56].[F:2][C:3]([F:4])([F:5])[C:6]([OH:7])=[O:8].[NH2:9][c:10]1[n:11][o:12][c:13]2[c:14]1[cH:15][cH:16][c:17](-[c:19]1[cH:20][c:21]([Cl:50])[c:22]([CH2:23][CH:24]3[C:25](=[O:46])[N:26]([N:29]4[CH2:30][CH2:31][CH:32]([O:35][Si:36]([CH:37]([CH3:38])[CH3:39])([CH:40]([CH3:41])[CH3:42])[CH:43]([CH3:44])[CH3:45])[CH2:33][CH2:34]4)[CH2:27][CH2:28]3)[c:47]([Cl:49])[cH:48]1)[cH:18]2.[OH2:1]>>[NH2:9][c:10]1[n:11][o:12][c:13]2[c:14]1[cH:15][cH:16][c:17](-[c:19]1[cH:20][c:21]([Cl:50])[c:22]([CH2:23][CH:24]3[C:25](=[O:46])[N:26]([N:29]4[CH2:30][CH2:31][CH:32]([OH:35])[CH2:33][CH2:34]4)[CH2:27][CH2:28]3)[c:47]([Cl:49])[cH:48]1)[cH:18]2. Starting materials: C1CCOC1, CCOC(C)=O, O=C(O)C(F)(F)F, CC(C)[Si](OC1CCN(N2CCC(Cc3c(Cl)cc(-c4ccc5c(N)noc5c4)cc3Cl)C2=O)CC1)(C(C)C)C(C)C, O. Reactants: BrC1=CN(C2=C1N=CN=C2NC2CCN(CC2)C(=O)OC(C)(C)C)C (tert-butyl 4-(7-bromo-5-methyl-5H-pyrrolo[3,2-d]pyrimidin-4-yl amino)piperidin-1-carboxylate), CS(=O)(=O)C1=CC=C(C=C1)B(O)O (4-methanesulfonyl-phenylboronic acid), C(=O)([O-])[O-].[Na+].[Na+] (Na2CO3). Reagents/catalysts: C=1C=CC(=CC1)[P](C=2C=CC=CC2)(C=3C=CC=CC3)[Pd]([P](C=4C=CC=CC4)(C=5C=CC=CC5)C=6C=CC=CC6)([P](C=7C=CC=CC7)(C=8C=CC=CC8)C=9C=CC=CC9)[P](C=1C=CC=CC1)(C=1C=CC=CC1)C=1C=CC=CC1 (Pd(PPh3)4). Solvent: O1CCOCC1 (1,4-dioxane). Conditions: temperature 100 celsius, time 12 hour. The product is CN1C=C(C=2N=CN=C(C21)NC2CCN(CC2)C(=O)OC(C)(C)C)C2=CC=C(C=C2)S(=O)(=O)C (tert-butyl 4-(5-methyl-7-(4-methanesulfonyl-phenyl)-5H-pyrrolo[3,2-d]pyrimidin-4-ylamino)piperidin-1-carboxylate). RXN SMILES: Br[C:2]1[C:6]2[N:7]=[CH:8][N:9]=[C:10]([NH:11][CH:12]3[CH2:17][CH2:16][N:15]([C:18]([O:20][C:21]([CH3:24])([CH3:23])[CH3:22])=[O:19])[CH2:14][CH2:13]3)[C:5]=2[N:4]([CH3:25])[CH:3]=1.[CH3:26][S:27]([C:30]1[CH:35]=[CH:34][C:33](B(O)O)=[CH:32][CH:31]=1)(=[O:29])=[O:28].C([O-])([O-])=O.[Na+].[Na+]>O1CCOCC1.C1C=CC([P]([Pd]([P](C2C=CC=CC=2)(C2C=CC=CC=2)C2C=CC=CC=2)([P](C2C=CC=CC=2)(C2C=CC=CC=2)C2C=CC=CC=2)[P](C2C=CC=CC=2)(C2C=CC=CC=2)C2C=CC=CC=2)(C2C=CC=CC=2)C2C=CC=CC=2)=CC=1>[CH3:25][N:4]1[C:5]2[C:10]([NH:11][CH:12]3[CH2:17][CH2:16][N:15]([C:18]([O:20][C:21]([CH3:24])([CH3:23])[CH3:22])=[O:19])[CH2:14][CH2:13]3)=[N:9][CH:8]=[N:7][C:6]=2[C:2]([C:33]2[CH:34]=[CH:35][C:30]([S:27]([CH3:26])(=[O:29])=[O:28])=[CH:31][CH:32]=2)=[CH:3]1 |f:2.3.4,^1:54,56,75,94|. Procedure details: tert-butyl 4-(7-bromo-5-methyl-5H-pyrrolo[3,2-d]pyrimidin-4-yl amino)piperidin-1-carboxylate, 73 mg of 4-methanesulfonyl-phenylboronic acid, 17 mg of Pd(PPh3)4 and 0.73 ml of 2N Na2CO3 were added in 3 ml of 1,4-dioxane and stirred in a closed reactor at 100° C. for 12 hr. The resulting mixture was cooled to room temperature, extracted with ethylacetate and distilled water. The organic layer was washed with water and saline solution, dried over anhydrous sodium sulfate and concentrated under a re... Reactants: P(=O)(O)(O)[O-].[K+] (potassium dihydrogen phosphate), C(C)OC(=O)C1N(CC=C(C1)CC)C(=O)OCC(Cl)(Cl)Cl (4-Ethyl-1-(2,2,2-trichloroethoxycarbonyl)-1,2,3,6-tetrahydropyridine-2(R,S)-carboxylic acid ethyl ester). The reagents and catalysts are [Zn] (zinc), [Zn] (zinc). Solvent: O1CCCC1 (tetrahydrofuran). Yields the product Cl.C(C)OC(=O)C1NCC=C(C1)CC (4-Ethyl-1,2,3,6-tetrahydropyridine-2(R,S)-carboxylic acid ethyl ester hydrochloride). RXN SMILES: P([O-])(O)(O)=O.[K+].[CH2:7]([O:9][C:10]([CH:12]1[CH2:17][C:16]([CH2:18][CH3:19])=[CH:15][CH2:14][N:13]1C(OCC(Cl)(Cl)[Cl:25])=O)=[O:11])[CH3:8]>O1CCCC1.[Zn]>[ClH:25].[CH2:7]([O:9][C:10]([CH:12]1[CH2:17][C:16]([CH2:18][CH3:19])=[CH:15][CH2:14][NH:13]1)=[O:11])[CH3:8] |f:0.1,5.6|. Reported procedure: 1M Aqueous potassium dihydrogen phosphate solution (70 ml, 70 mmol), then zinc dust (46 g, 700 mmol), were added to a rapidly stirred solution of the product from (b) above (4.76 g, 13.3 mmol) in tetrahydrofuran (220 ml). After 2 hours at room temperature more zinc dust (5 g, 76 mmol) was added and the reaction mixture stirred for a further hour before being filtered. The filter pad was washed with water and tetrahydrofuran, then the bulk of the organic solvent removed from the combined filtrate...